From a dataset of the Open Reaction Database (ORD), a public repository of structured organic reaction records. describe an organic reaction: reactants, conditions, products, and yield The reactants are [NH4+].[Cl-] (NH4Cl), CCN(C(C)C)C(C)C (DIPEA), C(OC)(=O)Cl (methyl carbonochloridate), C1(CCCCC1)OCC1NCCC(C1)C(=O)OC (Methyl 2-(cyclohexyloxymethyl)piperidine-4-carboxylate). The solvent is ClCCl (dichloromethane). Conditions: time 3 hour. Product: C1(CCCCC1)OCC1N(CCC(C1)C(=O)OC)C(=O)OC (Dimethyl 2-(cyclohexyloxymethyl)piperidine-1,4-dicarboxylate). The yield is 97.2%. RXN SMILES: [CH:1]1([O:7][CH2:8][CH:9]2[CH2:14][CH:13]([C:15]([O:17][CH3:18])=[O:16])[CH2:12][CH2:11][NH:10]2)[CH2:6][CH2:5][CH2:4][CH2:3][CH2:2]1.CCN(C(C)C)C(C)C.[C:28](Cl)(=[O:31])[O:29][CH3:30].[NH4+].[Cl-]>ClCCl>[CH:1]1([O:7][CH2:8][CH:9]2[CH2:14][CH:13]([C:15]([O:17][CH3:18])=[O:16])[CH2:12][CH2:11][N:10]2[C:28]([O:29][CH3:30])=[O:31])[CH2:6][CH2:5][CH2:4][CH2:3][CH2:2]1 |f:3.4|. Reported procedure: Methyl 2-(cyclohexyloxymethyl)piperidine-4-carboxylate (2.13 g, 8.34 mmol) was dissolved in dichloromethane (50 mL). DIPEA (2.034 mL, 11.68 mmol) and methyl carbonochloridate (0.788 mL, 10.01 mmol) were added and the mixture was stirred at room temperature for 3 h. 0.1 M NH4Cl was added and the aqueous layer was extracted with DCM. The combined organic layers were filtered through a phase separator and evaporated. Dimethyl 2-(cyclohexyloxymethyl)piperidine-1,4-dicarboxylate (2.54 g, 97%) was iso... Reactants: C, COc1ccc(CCNCC(O)c2cccc(OCc3ccccc3)c2)cc1OC, CC(C)O, Cl, O, [Pd]. The product is COc1ccc(CCNCC(O)c2cccc(O)c2)cc1OC, Cl. As a reaction SMILES: [C:36].[CH3:2][O:3][c:4]1[cH:5][c:6]([CH2:7][CH2:8][NH:9][CH2:10][CH:11]([c:12]2[cH:13][c:14]([O:18][CH2:19][c:20]3[cH:21][cH:22][cH:23][cH:24][cH:25]3)[cH:15][cH:16][cH:17]2)[OH:26])[cH:27][cH:28][c:29]1[O:30][CH3:31].[CH:32]([OH:33])([CH3:34])[CH3:35].[ClH:1].[OH2:38].[Pd:37]>>[CH3:2][O:3][c:4]1[cH:5][c:6]([CH2:7][CH2:8][NH:9][CH2:10][CH:11]([c:12]2[cH:13][c:14]([OH:18])[cH:15][cH:16][cH:17]2)[OH:26])[cH:27][cH:28][c:29]1[O:30][CH3:31].[ClH:1]. Reactants: CC(c1cccc2ccccc12)N(CC1CN(c2c(F)cc(C(=O)O)cc2F)CCC1c1ccccc1F)C(=O)OC(C)(C)C, Cl, C1COCCO1. The product is CC(NCC1CN(c2c(F)cc(C(=O)O)cc2F)CCC1c1ccccc1F)c1cccc2ccccc12. Reaction SMILES: [C:1]([O:2][C:3](=[O:4])[N:8]([CH:9]([CH3:10])[c:11]1[cH:12][cH:13][cH:14][c:15]2[cH:16][cH:17][cH:18][cH:19][c:20]12)[CH2:21][CH:22]1[CH2:23][N:24]([c:35]2[c:36]([F:45])[cH:37][c:38]([C:39](=[O:40])[OH:41])[cH:42][c:43]2[F:44])[CH2:25][CH2:26][CH:27]1[c:28]1[c:29]([F:34])[cH:30][cH:31][cH:32][cH:33]1)([CH3:5])([CH3:6])[CH3:7].[ClH:52].[O:46]1[CH2:47][CH2:48][O:49][CH2:50][CH2:51]1>>[NH:8]([CH:9]([CH3:10])[c:11]1[cH:12][cH:13][cH:14][c:15]2[cH:16][cH:17][cH:18][cH:19][c:20]12)[CH2:21][CH:22]1[CH2:23][N:24]([c:35]2[c:36]([F:45])[cH:37][c:38]([C:39](=[O:40])[OH:41])[cH:42][c:43]2[F:44])[CH2:25][CH2:26][CH:27]1[c:28]1[c:29]([F:34])[cH:30][cH:31][cH:32][cH:33]1. The reactants are ClC1=CC=C(C=C1)C=1N=C(SC1)COC=1C=C(C=CC1)CN1C(C=2C(C1=O)=CC=CC2)=O (N-[3-[[4-(4-chlorophenyl)-2-thiazolyl]methoxy]phenylmethyl]phthalimide), ClC1=CC=C(C=C1)C=1N=C(SC1)COC=1C=C(C=CC1)CN1C(C=2C(C1=O)=CC=CC2)=O (N-[3-[[4-(4-chlorophenyl)-2-thiazolyl]methoxy]phenylmethyl]phthalimide), O.NN (Hydrazine hydrate). Run in C(C)O (ethanol). Product: ClC1=CC=C(C=C1)C=1N=C(SC1)COC=1C=C(C=CC1)CN (3-[[4-(4-chlorophenyl)-2-thiazolyl]methoxy]benzenemethanamine). Reaction SMILES: [Cl:1][C:2]1[CH:7]=[CH:6][C:5]([C:8]2[N:9]=[C:10]([CH2:13][O:14][C:15]3[CH:16]=[C:17]([CH2:21][N:22]4C(=O)C5=CC=CC=C5C4=O)[CH:18]=[CH:19][CH:20]=3)[S:11][CH:12]=2)=[CH:4][CH:3]=1.O.NN>C(O)C>[Cl:1][C:2]1[CH:3]=[CH:4][C:5]([C:8]2[N:9]=[C:10]([CH2:13][O:14][C:15]3[CH:16]=[C:17]([CH2:21][NH2:22])[CH:18]=[CH:19][CH:20]=3)[S:11][CH:12]=2)=[CH:6][CH:7]=1 |f:1.2|. Reported procedure: The phthalimide compound (1.65 grams) (Scheme C, Compound C2) was suspended in ethanol (100 mL). Hydrazine hydrate (1 mL) was added and the reaction was stirred at reflux for 2 hours before being cooled to ambient temperature. The mix was then filtered and the filtrate was evaporated. The crude solid was dissolved in dichloromethane, then sequentially washed with 1 N potassium hydroxide and water. The organic layer was then evaporated to give 3-[[4-(4-chlorophenyl)-2-thiazolyl]methoxy]benzenemet... The reactants are CCOC(=O)c1cccc(N2CCN(C(=O)OC(C)(C)C)CC2)c1, CCO, Cl, [Na+], [OH-]. The product is CC(C)(C)OC(=O)N1CCN(c2cccc(C(=O)O)c2)CC1. Reaction SMILES: [C:1](=[O:2])([O:3][C:4]([CH3:5])([CH3:6])[CH3:7])[N:8]1[CH2:9][CH2:10][N:11]([c:14]2[cH:15][c:16]([C:20](=[O:21])[O:22][CH2:23][CH3:24])[cH:17][cH:18][cH:19]2)[CH2:12][CH2:13]1.[CH3:28][CH2:29][OH:30].[ClH:27].[Na+:26].[OH-:25]>>[C:1](=[O:2])([O:3][C:4]([CH3:5])([CH3:6])[CH3:7])[N:8]1[CH2:9][CH2:10][N:11]([c:14]2[cH:15][c:16]([C:20](=[O:21])[OH:22])[cH:17][cH:18][cH:19]2)[CH2:12][CH2:13]1. The reactants are CC(=O)OC(C)=O, O=CO, COC(=O)c1ccc(SC)c(N)c1C. Product: COC(=O)c1ccc(SC)c(NC=O)c1C. As a reaction SMILES: [CH3:18][C:19]([O:20][C:21](=[O:22])[CH3:23])=[O:24].[CH:15](=[O:16])[OH:17].[NH2:1][c:2]1[c:3]([CH3:14])[c:4]([C:5](=[O:6])[O:7][CH3:8])[cH:9][cH:10][c:11]1[S:12][CH3:13]>>[NH:1]([c:2]1[c:3]([CH3:14])[c:4]([C:5](=[O:6])[O:7][CH3:8])[cH:9][cH:10][c:11]1[S:12][CH3:13])[CH:15]=[O:16].